This data is from the Open Reaction Database (ORD), a public repository of structured organic reaction records. The task is: describe an organic reaction: reactants, conditions, products, and yield The reactants are C(C)[SiH](CC)CC (triethylsilane), C(C=C)N1S(C(C(C2=C1C=CC(=C2)SC)O)(C)C)(=O)=O (3,4-Dihydro-1-(prop-2-en-1-yl)-3,3-dimethyl-6-methylthio-1H-2,1-benzothiazin-4-ol 2,2-dioxide), C([O-])(O)=O.[Na+] (sodium bicarbonate). The solvent is FC(C(=O)O)(F)F (trifluoroacetic acid). Run at time 4 hour. Product: CC1(S(N(C2=C(C1)C=C(C=C2)SC)CC=C)(=O)=O)C (3,3-Dimethyl-6-methylthio-1-(prop-2-en-1-yl)-1H-2,1-benzothiazine 2,2-dioxide). Reaction SMILES: [CH2:1]([N:4]1[C:9]2[CH:10]=[CH:11][C:12]([S:14][CH3:15])=[CH:13][C:8]=2[CH:7](O)[C:6]([CH3:18])([CH3:17])[S:5]1(=[O:20])=[O:19])[CH:2]=[CH2:3].C([SiH](CC)CC)C.C(=O)(O)[O-].[Na+]>FC(F)(F)C(O)=O>[CH3:17][C:6]1([CH3:18])[CH2:7][C:8]2[CH:13]=[C:12]([S:14][CH3:15])[CH:11]=[CH:10][C:9]=2[N:4]([CH2:1][CH:2]=[CH2:3])[S:5]1(=[O:20])=[O:19] |f:2.3|. Reported procedure: 3,4-Dihydro-1-(prop-2-en-1-yl)-3,3-dimethyl-6-methylthio-1H-2,1-benzothiazin-4-ol 2,2-dioxide (1.8 g; 0.0053 m) was dissolved in trifluoroacetic acid (30 mL) and triethylsilane (15 mL) was added in one portion. After stirring for 4 hrs, the reaction was reduced to an oil under vaccuo and after the addition of saturated sodium bicarbonate, the product extracted with dichloromethane, dried, filtered and isolated as a colourless solid.(1.6 g; 93%) Reactants: CSc1cccc(N)c1, CC#N, CCN(C(C)C)C(C)C, COC(=O)c1c(C#N)cc(Cl)nc1Cl, [Na+], O=C([O-])O. The product is COC(=O)c1c(C#N)cc(Cl)nc1Nc1cccc(SC)c1. RXN SMILES: [CH3:24][S:25][c:26]1[cH:27][c:28]([NH2:29])[cH:30][cH:31][cH:32]1.[CH3:38][C:39]#[N:40].[CH:15]([N:16]([CH2:17][CH3:18])[CH:19]([CH3:20])[CH3:21])([CH3:22])[CH3:23].[Cl:1][c:2]1[c:3]([C:4](=[O:5])[O:6][CH3:7])[c:8]([C:13]#[N:14])[cH:9][c:10]([Cl:12])[n:11]1.[Na+:37].[O-:33][C:34]([OH:35])=[O:36]>>[c:2]1([NH:29][c:28]2[cH:27][c:26]([S:25][CH3:24])[cH:32][cH:31][cH:30]2)[c:3]([C:4](=[O:5])[O:6][CH3:7])[c:8]([C:13]#[N:14])[cH:9][c:10]([Cl:12])[n:11]1. Reactants: CO, [K+], CCCCC(CCO)Nc1nc(N)nc(C)c1Cc1ccc(CC#N)cc1F, [OH-]. The product is CCCCC(CCO)Nc1nc(N)nc(C)c1Cc1ccc(CC(=O)O)cc1F. As a reaction SMILES: [CH3:31][OH:32].[K+:2].[NH2:3][c:4]1[n:5][c:6]([CH3:30])[c:7]([CH2:19][c:20]2[c:21]([F:29])[cH:22][c:23]([CH2:26][C:27]#[N:28])[cH:24][cH:25]2)[c:8]([NH:10][CH:11]([CH2:12][CH2:13][OH:14])[CH2:15][CH2:16][CH2:17][CH3:18])[n:9]1.[OH-:1]>>[O:1]=[C:27]([CH2:26][c:23]1[cH:22][c:21]([F:29])[c:20]([CH2:19][c:7]2[c:6]([CH3:30])[n:5][c:4]([NH2:3])[n:9][c:8]2[NH:10][CH:11]([CH2:12][CH2:13][OH:14])[CH2:15][CH2:16][CH2:17][CH3:18])[cH:25][cH:24]1)[OH:32].